Task: describe an organic reaction: reactants, conditions, products, and yield. Dataset: the Open Reaction Database (ORD), a public repository of structured organic reaction records Reaction conditions: time 4 hour. Procedure details: 1,2,4-Triazole (7.5 g, 0.109 mol) was dissolved in dimethylformamide (50 mL) and stirred under a nitrogen atmosphere in an ice bath at 10° C. while partially ground pellets of sodium hydroxide (17.5 g, 0.438 mol) were added in one portion causing an exotherm to about 25° C. A solution of 4-methoxybenzyl chloride (15 mL, 0.111 mol) in DMF was added dropwise over five minutes at 25° C. After stirring at room temperature for four hours, ethyl acetate and water were added. The layers were separated ... Starting materials: COC1=CC=C(CCl)C=C1 (4-methoxybenzyl chloride), C(C)(=O)OCC (ethyl acetate), N1N=CN=C1 (1,2,4-Triazole), [OH-].[Na+] (sodium hydroxide). Yield: 69.0%. Reaction SMILES: [NH:1]1[CH:5]=[N:4][CH:3]=[N:2]1.[OH-].[Na+].[CH3:8][O:9][C:10]1[CH:17]=[CH:16][C:13]([CH2:14]Cl)=[CH:12][CH:11]=1.C(OCC)(=O)C>CN(C)C=O.O>[CH3:8][O:9][C:10]1[CH:17]=[CH:16][C:13]([CH2:14][N:1]2[CH:5]=[N:4][CH:3]=[N:2]2)=[CH:12][CH:11]=1 |f:1.2|. Run in CN(C)C=O (DMF), O (water), CN(C=O)C (dimethylformamide). The product is COC1=CC=C(CN2N=CN=C2)C=C1 (1-(4-Methoxybenzyl)-1,2,4-triazole). Reactants: ClC1=NC(=C2C(=N1)N(N=C2)C)OC2=CC(=CC=C2)OC (6-Chloro-4-(3-methoxy-phenoxy)-1-methyl-1H-pyrazolo[3,4-d]pyrimidine), N1N=C(C2=CC=CC=C12)B1OC(C)(C)C(C)(C)O1 (indazole boronic acid pinacol ester). The solvent is O (water). Yields the product N1N=CC2=C(C=CC=C12)C1=NC(=C2C(=N1)N(N=C2)C)OC2=CC(=CC=C2)OC (6-(1H-indazol-4-yl)-4-(3-methoxyphenoxy)-1-methyl-1H-pyrazolo[3,4-d]pyrimidine). Reaction SMILES: Cl[C:2]1[N:7]=[C:6]2[N:8]([CH3:11])[N:9]=[CH:10][C:5]2=[C:4]([O:12][C:13]2[CH:18]=[CH:17][CH:16]=[C:15]([O:19][CH3:20])[CH:14]=2)[N:3]=1.[NH:21]1[C:29]2[C:24](=[CH:25][CH:26]=[CH:27][CH:28]=2)[C:23](B2OC(C)(C)C(C)(C)O2)=[N:22]1>O>[NH:21]1[C:29]2[C:24](=[C:25]([C:2]3[N:7]=[C:6]4[N:8]([CH3:11])[N:9]=[CH:10][C:5]4=[C:4]([O:12][C:13]4[CH:18]=[CH:17][CH:16]=[C:15]([O:19][CH3:20])[CH:14]=4)[N:3]=3)[CH:26]=[CH:27][CH:28]=2)[CH:23]=[N:22]1. Reported procedure: 6-Chloro-4-(3-methoxy-phenoxy)-1-methyl-1H-pyrazolo[3,4-d]pyrimidine was reacted with indazole boronic acid pinacol ester in General Procedure A. Addition of water gave a solid which was purified by preparative HPLC to give 114. NMR: (CDCl3): 3.81 (s, 3H, CH3), 4.18 (s, 3H, CH3), 7.02-7.04 (m, 2H, 2×ArH), 7.09 (m, H, ArH), 7.44-7.52 (m, 2H, 2×ArH), 7.70 (d, H, ArH, J=9 Hz), 8.16 (s, H, ArH), 8.22 (d, H, ArH, J=6.9 Hz), 8.34 (s, H, ArH), 13.17 (sbr, H, NH). MS: (ESI+) MH+=373.24 The reactants are O=C(Cl)Oc1ccc([N+](=O)[O-])cc1, ClCCl, Nc1ccc2ncsc2c1. Product: Cl, O=C(Nc1ccc2ncsc2c1)Oc1ccc([N+](=O)[O-])cc1. As a reaction SMILES: [Cl:11][C:12](=[O:13])[O:14][c:15]1[cH:16][cH:17][c:18]([N+:21](=[O:22])[O-:23])[cH:19][cH:20]1.[Cl:24][CH2:25][Cl:26].[NH2:1][c:2]1[cH:3][c:4]2[c:5]([n:6][cH:7][s:8]2)[cH:9][cH:10]1>>[ClH:11].[NH:1]([c:2]1[cH:3][c:4]2[c:5]([n:6][cH:7][s:8]2)[cH:9][cH:10]1)[C:12](=[O:13])[O:14][c:15]1[cH:16][cH:17][c:18]([N+:21](=[O:22])[O-:23])[cH:19][cH:20]1. The reactants are [OH-].[Na+] (NaOH), S(=O)(Cl)Cl (thionyl chloride), C(C)OC(=O)C=1C(=NC(=NC1)SC)NC=1C=C2C=NNC2=CC1 (4-(1H-5-indazolylamino)-2-methylthio-5-pyrimidinecarboxylic acid ethyl ester), CNCCO (2-(methylamino)ethanol). Run in CO (methanol), O (H2O), CN(C=O)C (N,N-dimethylformamide), C(Cl)Cl (methylene chloride), CO (methanol). Run at time 5 minute. Yields the product OCCN(C(=O)C=1C(=NC(=NC1)SC)NC=1C=C2C=NNC2=CC1)C (N-hydroxyethyl-N-methyl-4-(1H-5-indazolylamino)-2-methylthio-5-pyrimidine Carboxamide). Yield: 45.0%. Reaction SMILES: S(Cl)(Cl)=O.C(O[C:8]([C:10]1[C:11]([NH:18][C:19]2[CH:20]=[C:21]3[C:25](=[CH:26][CH:27]=2)[NH:24][N:23]=[CH:22]3)=[N:12][C:13]([S:16][CH3:17])=[N:14][CH:15]=1)=[O:9])C.[CH3:28][NH:29][CH2:30][CH2:31][OH:32].[OH-].[Na+]>CO.O.CN(C)C=O.C(Cl)Cl>[OH:32][CH2:31][CH2:30][N:29]([CH3:28])[C:8]([C:10]1[C:11]([NH:18][C:19]2[CH:20]=[C:21]3[C:25](=[CH:26][CH:27]=2)[NH:24][N:23]=[CH:22]3)=[N:12][C:13]([S:16][CH3:17])=[N:14][CH:15]=1)=[O:9] |f:3.4|. Procedure details: To the solution of methylene chloride (120 ml) was added N,N-dimethylformamide (1.1 ml) and thionyl chloride (1.2 ml) and refluxed for 2 hr. The solution was added 4-(1H-5-indazolylamino)-2-methylthio-5-pyrimidinecarboxylic acid ethyl ester (3 g) prepared from preparation example 3, and refluxed for 10 hr. The reaction mixture was cooled and slowly added 2-(methylamino)ethanol (4 ml) at 0˜5° C. and stirred for 1 hr. The reaction mixture was added methanol (80 ml), stirred 5 min. and then filtere... Reactants: BrCc1ccccc1, CN(C)C=O, [H-], [Na+], COC(=O)c1ccc2[nH]ccc2c1. The product is COC(=O)c1ccc2c(ccn2Cc2ccccc2)c1. Reaction SMILES: [Br:16][CH2:17][c:18]1[cH:19][cH:20][cH:21][cH:22][cH:23]1.[CH3:24][N:25]([CH3:26])[CH:27]=[O:28].[H-:14].[Na+:15].[nH:1]1[cH:2][cH:3][c:4]2[cH:5][c:6]([C:10](=[O:11])[O:12][CH3:13])[cH:7][cH:8][c:9]12>>[n:1]1([CH2:17][c:18]2[cH:19][cH:20][cH:21][cH:22][cH:23]2)[cH:2][cH:3][c:4]2[cH:5][c:6]([C:10](=[O:11])[O:12][CH3:13])[cH:7][cH:8][c:9]12. Reactants: Cl (hydrochloric acid), C([O-])(O)=O.[Na+] (sodium bicarbonate), 96.5, C(#N)CC(C(C(C(C)(C)C)=O)N1C=NC=C1)C1=CC=CC=C1 (6-cyano-2,2-dimethyl-4-imidazol-1-yl-5-phenyl-3-hexanone), [BH4-].[Na+] (sodium borohydride). Run in C(C)(C)O (isopropanol). Conditions: time 24 hour. Product: C(#N)CC(C(C(C(C)(C)C)O)N1C=NC=C1)C1=CC=CC=C1 (6-cyano-2,2-dimethyl-4-imidazol-1-yl-5-phenyl-3-hexanol). Isolated yield 30.0%. As a reaction SMILES: [C:1]([CH2:3][CH:4]([C:17]1[CH:22]=[CH:21][CH:20]=[CH:19][CH:18]=1)[CH:5]([N:12]1[CH:16]=[CH:15][N:14]=[CH:13]1)[C:6](=[O:11])[C:7]([CH3:10])([CH3:9])[CH3:8])#[N:2].[BH4-].[Na+].Cl.C(=O)(O)[O-].[Na+]>C(O)(C)C>[C:1]([CH2:3][CH:4]([C:17]1[CH:22]=[CH:21][CH:20]=[CH:19][CH:18]=1)[CH:5]([N:12]1[CH:16]=[CH:15][N:14]=[CH:13]1)[CH:6]([OH:11])[C:7]([CH3:10])([CH3:9])[CH3:8])#[N:2] |f:1.2,4.5|. Procedure details: 96.5 (0.33 mole) of 6-cyano-2,2-dimethyl-4-imidazol-1-yl-5-phenyl-3-hexanone (obtained as described in Example 1) were dissolved in 400 ml of isopropanol, and 15.12 g (0.4 mole) of sodium borohydride were added in portions at 0° to 20° C. The mixture was subsequently stirred at room temperature for 24 hours, 800 ml of 2 N hydrochloric acid were added dropwise at 0° to 10° C. and the mixture was subsequently stirred again at room temperature for 24 hours. The reaction mixture was then neutralized... The reactants are C=COC(=O)N1CCC(Oc2cccc3c(OC)cccc23)CC1, CO, Cl. Product: COc1cccc2c(OC3CCNCC3)cccc12, Cl. RXN SMILES: [CH3:1][O:2][c:3]1[c:4]2[cH:5][cH:6][cH:7][c:8]([O:13][CH:14]3[CH2:15][CH2:16][N:17]([C:20]([O:21][CH:22]=[CH2:23])=[O:24])[CH2:18][CH2:19]3)[c:9]2[cH:10][cH:11][cH:12]1.[CH3:26][OH:27].[ClH:25]>>[CH3:1][O:2][c:3]1[c:4]2[cH:5][cH:6][cH:7][c:8]([O:13][CH:14]3[CH2:15][CH2:16][NH:17][CH2:18][CH2:19]3)[c:9]2[cH:10][cH:11][cH:12]1.[ClH:25]. Reactants: CCC1C(=O)NC1CCO, [K+], O=[Mn](=O)(=O)[O-], [Na+], [Na+], [Na+], [Na+], [OH-], O, O=P([O-])([O-])[O-], O=S(=O)(O)O. Product: CCC1C(=O)NC1CC(=O)O. RXN SMILES: [CH2:1]([CH3:2])[CH:3]1[C:4](=[O:10])[NH:5][CH:6]1[CH2:7][CH2:8][OH:9].[K+:26].[Mn:21]([O-:22])(=[O:23])(=[O:24])=[O:25].[Na+:16].[Na+:17].[Na+:18].[Na+:20].[OH-:19].[OH2:32].[P:11](=[O:12])([O-:13])([O-:14])[O-:15].[S:27](=[O:28])(=[O:29])([OH:30])[OH:31]>>[CH2:1]([CH3:2])[CH:3]1[C:4](=[O:10])[NH:5][CH:6]1[CH2:7][C:8](=[O:9])[OH:12]. Starting materials: CCOC(=O)C1CCCC1NCc1ccc(F)cc1, CN1CCOCC1, CCN=C=NCCCN(C)C, CN(C)C=O, Cl, Cl, O=C(O)CC1=NS(=O)(=O)c2ccccc2N1. Product: CCOC(=O)C1CCCC1N(Cc1ccc(F)cc1)C(=O)CC1=NS(=O)(=O)c2ccccc2N1. Reaction SMILES: [CH2:1]([CH3:2])[O:3][C:4](=[O:5])[CH:6]1[CH:7]([NH:11][CH2:12][c:13]2[cH:14][cH:15][c:16]([F:19])[cH:17][cH:18]2)[CH2:8][CH2:9][CH2:10]1.[CH3:36][N:37]1[CH2:38][CH2:39][O:40][CH2:41][CH2:42]1.[CH3:44][N:45]([CH3:46])[CH2:47][CH2:48][CH2:49][N:50]=[C:51]=[N:52][CH2:53][CH3:54].[CH3:56][N:57]([CH3:58])[CH:59]=[O:60].[ClH:43].[ClH:55].[O:20]=[S:21]1(=[O:35])[N:22]=[C:23]([CH2:31][C:32](=[O:33])[OH:34])[NH:24][c:25]2[c:26]1[cH:27][cH:28][cH:29][cH:30]2>>[CH2:1]([CH3:2])[O:3][C:4](=[O:5])[CH:6]1[CH:7]([N:11]([CH2:12][c:13]2[cH:14][cH:15][c:16]([F:19])[cH:17][cH:18]2)[C:32]([CH2:31][C:23]2=[N:22][S:21](=[O:20])(=[O:35])[c:26]3[c:25]([cH:30][cH:29][cH:28][cH:27]3)[NH:24]2)=[O:33])[CH2:8][CH2:9][CH2:10]1.